From a dataset of the Open Reaction Database (ORD), a public repository of structured organic reaction records. describe an organic reaction: reactants, conditions, products, and yield The reactants are OCCNCCCO (N-(2-hydroxyethyl)-3-amino-1-propanol), C[Si](C)(C)Cl (trimethylsilylchloride), C1(=CC=CC=C1)C(SCl)(C1=CC=CC=C1)C1=CC=CC=C1 (Triphenyl methanesulfenyl chloride). Solvent: N1=CC=CC=C1 (pyridine), C(Cl)Cl (CH2Cl2), N1=CC=CC=C1 (pyridine). Run at time 1 hour. Product: OCCN(CCCO)SC(C1=CC=CC=C1)(C1=CC=CC=C1)C1=CC=CC=C1 (N-(2-Hydroxyethyl)-N-tritylsulfenyl-3-amino-1-propanol). As a reaction SMILES: [OH:1][CH2:2][CH2:3][NH:4][CH2:5][CH2:6][CH2:7][OH:8].C[Si](Cl)(C)C.[C:14]1([C:20]([C:29]2[CH:34]=[CH:33][CH:32]=[CH:31][CH:30]=2)([C:23]2[CH:28]=[CH:27][CH:26]=[CH:25][CH:24]=2)[S:21]Cl)[CH:19]=[CH:18][CH:17]=[CH:16][CH:15]=1>N1C=CC=CC=1.C(Cl)Cl>[OH:1][CH2:2][CH2:3][N:4]([S:21][C:20]([C:14]1[CH:19]=[CH:18][CH:17]=[CH:16][CH:15]=1)([C:29]1[CH:30]=[CH:31][CH:32]=[CH:33][CH:34]=1)[C:23]1[CH:24]=[CH:25][CH:26]=[CH:27][CH:28]=1)[CH2:5][CH2:6][CH2:7][OH:8]. Reported procedure: N-(2-hydroxyethyl)-3-amino-1-propanol (5.0 g, 41.9 mmol) is coevaporated several times with pyridine (20 mL) and then dissolved in pyridine (100 mL). The reaction flask is flushed with Argon and trimethylsilylchloride (2.47 g, 209.5 mmol) is added dropwise. The reaction mixture is stirred for 1 hour. Triphenyl methanesulfenyl chloride (14.32 g, 46.09 mmol) is dissolved in CH2Cl2 and added via dropping funnel to the cooled reaction mixture. The reaction mixture is warmed to room temperature and s... Starting materials: N1C(CCCC1)CCC1CCC2=CC=CC=C12 (1-[2-(2-piperidyl)ethyl]indane), C=O (formalin). Solvent: C(=O)O (formic acid). Yields the product CN1C(CCCC1)CCC1CCC2=CC=CC=C12 (N-methyl-1-[2-(2-piperidyl)ethyl]indane). Reaction SMILES: [NH:1]1[CH2:6][CH2:5][CH2:4][CH2:3][CH:2]1[CH2:7][CH2:8][CH:9]1[C:17]2[C:12](=[CH:13][CH:14]=[CH:15][CH:16]=2)[CH2:11][CH2:10]1.[CH2:18]=O>C(O)=O>[CH3:18][N:1]1[CH2:6][CH2:5][CH2:4][CH2:3][CH:2]1[CH2:7][CH2:8][CH:9]1[C:17]2[C:12](=[CH:13][CH:14]=[CH:15][CH:16]=2)[CH2:11][CH2:10]1. Reported procedure: 45 g. of 1-[2-(2-piperidyl)ethyl]indane prepared as described above is mixed with 100 ml. of 37% formalin and 200 ml. of 98% formic acid is added while swirling and the solution is then heated overnight on a steam bath. The reaction mixture is worked up by concentrating in vacuo, dissolving in water, filtering, basification and extraction with ether. The ether extracts are dried over potassium hydroxide and after removal of the ether, the product is distilled collecting 42.6 g. (88%), N-methyl-1... The reactants are CCO, CN(C)C=O, CCOC(=O)CC(=O)CCl, [H-], [Na+], CN1CCC(O)CC1. Yields the product CCOC(=O)CC(=O)COC1CCN(C)CC1. Reaction SMILES: [CH3:21][CH2:22][OH:23].[CH3:24][N:25]([CH3:26])[CH:27]=[O:28].[Cl:11][CH2:12][C:13]([CH2:14][C:15](=[O:16])[O:17][CH2:18][CH3:19])=[O:20].[H-:1].[Na+:2].[OH:3][CH:4]1[CH2:5][CH2:6][N:7]([CH3:10])[CH2:8][CH2:9]1>>[O:3]([CH:4]1[CH2:5][CH2:6][N:7]([CH3:10])[CH2:8][CH2:9]1)[CH2:12][C:13]([CH2:14][C:15](=[O:16])[O:17][CH2:18][CH3:19])=[O:20]. Starting materials: CCO, Cc1ccc(NC(=O)c2ccc(N)c([N+](=O)[O-])c2)cc1C, O=[Pt]. The product is Cc1ccc(NC(=O)c2ccc(N)c(N)c2)cc1C. RXN SMILES: [CH3:22][CH2:23][OH:24].[NH2:1][c:2]1[c:3]([N+:19]([O-:20])=[O:21])[cH:4][c:5]([C:6](=[O:7])[NH:8][c:9]2[cH:10][c:11]([CH3:16])[c:12]([CH3:15])[cH:13][cH:14]2)[cH:17][cH:18]1.[Pt:25]=[O:26]>>[NH2:1][c:2]1[c:3]([NH2:19])[cH:4][c:5]([C:6](=[O:7])[NH:8][c:9]2[cH:10][c:11]([CH3:16])[c:12]([CH3:15])[cH:13][cH:14]2)[cH:17][cH:18]1. The reactants are Cl.O1CCOCC1 (hydrogen chloride dioxane), C(C=C)N1C(=NC=C(C1=O)NC(=O)OC(C)(C)C)C1=CC=CC=C1 (1-allyl-5-t-butyloxycarbonylamino-6-oxo-2-phenyl-1,6-dihydropyrimidine). The solvent is CO (methanol). Run at temperature 0 celsius, time 8 hour. Yields the product C(C=C)N1C(=NC=C(C1=O)N)C1=CC=CC=C1 (1-Allyl-5-amino-6-oxo-2-phenyl-1,6-dihydropyrimidine). Reaction SMILES: Cl.O1CCOCC1.[CH2:8]([N:11]1[C:16](=[O:17])[C:15]([NH:18]C(OC(C)(C)C)=O)=[CH:14][N:13]=[C:12]1[C:26]1[CH:31]=[CH:30][CH:29]=[CH:28][CH:27]=1)[CH:9]=[CH2:10]>CO>[CH2:8]([N:11]1[C:16](=[O:17])[C:15]([NH2:18])=[CH:14][N:13]=[C:12]1[C:26]1[CH:31]=[CH:30][CH:29]=[CH:28][CH:27]=1)[CH:9]=[CH2:10] |f:0.1|. Reported procedure: 4 N hydrogen chloride/dioxane (31 ml, 122.2 mmol) was added to a solution of 1-allyl-5-t-butyloxycarbonylamino-6-oxo-2-phenyl-1,6-dihydropyrimidine (2 g, 6.11 mmol) in methanol (12 ml) under cooling on ice and stirred at 0° C. for 30 minutes and at room temperature overnight. The reaction solution was concentrated under reduced pressure whereby the title compound (1.49 g, 93%) was obtained as white solid.